This data is from the Open Reaction Database (ORD), a public repository of structured organic reaction records. The task is: describe an organic reaction: reactants, conditions, products, and yield Starting materials: C(C)(C)(C)C=1CC(NN1)=O (5-tert-butyl-2,4-dihydro-3H-pyrazol-3-one), BrCC1=CC=C(C(=O)OC)C=C1 (methyl 4-(bromomethyl)benzoate), C([O-])([O-])=O.[K+].[K+] (potassium carbonate), CN(C=O)C (N,N-dimethylformamide). The solvent is O (Water). Run at temperature 60 celsius, time 8 hour. The product is C(C)(C)(C)C1=NN(C(=C1)OCC1=CC=C(C=C1)C(=O)OC)CC1=CC=C(C(=O)OC)C=C1 (methyl 4-[(3-tert-butyl-5-{[4-(methoxycarbonyl)benzyl]oxy}-1H-pyrazol-1-yl)methyl]benzoate). Yield: 44.0%. Reaction SMILES: [C:1]([C:5]1[CH2:6][C:7](=[O:10])[NH:8][N:9]=1)([CH3:4])([CH3:3])[CH3:2].Br[CH2:12][C:13]1[CH:22]=[CH:21][C:16]([C:17]([O:19][CH3:20])=[O:18])=[CH:15][CH:14]=1.[C:23](=[O:26])([O-])[O-].[K+].[K+].CN(C)[CH:31]=[O:32]>O>[C:1]([C:5]1[CH:6]=[C:7]([O:10][CH2:12][C:13]2[CH:22]=[CH:21][C:16]([C:17]([O:19][CH3:20])=[O:18])=[CH:15][CH:14]=2)[N:8]([CH2:12][C:13]2[CH:22]=[CH:21][C:16]([C:23]([O:32][CH3:31])=[O:26])=[CH:15][CH:14]=2)[N:9]=1)([CH3:4])([CH3:3])[CH3:2] |f:2.3.4|. Procedure details: A mixture of 5-tert-butyl-2,4-dihydro-3H-pyrazol-3-one (5.00 g, 35.7 mmol), methyl 4-(bromomethyl)benzoate (17.16 g, 74.91 mmol), potassium carbonate (10.5 g, 76.0 mmol) and N,N-dimethylformamide (50 mL) was stirred overnight at 60° C. Water was added to the reaction mixture, and the mixture was extracted with ethyl acetate. The extract washed with aqueous sodium chloride solution, dried over anhydrous magnesium sulfate, and concentrated under reduced pressure. The residue was subjected to silic...